From a dataset of the Open Reaction Database (ORD), a public repository of structured organic reaction records. describe an organic reaction: reactants, conditions, products, and yield The reactants are C1CCOC1, CCOC(C)=O, CC(NC(=O)C(F)(F)F)c1ccc(Cl)c(F)c1[N+](=O)[O-], [Li+], [OH-], O, O. Product: CC(N)c1ccc(Cl)c(F)c1[N+](=O)[O-]. As a reaction SMILES: [CH2:24]1[O:25][CH2:26][CH2:27][CH2:28]1.[CH3:30][CH2:31][O:32][C:33](=[O:34])[CH3:35].[Cl:1][c:2]1[c:3]([F:20])[c:4]([N+:17](=[O:18])[O-:19])[c:5]([CH:8]([CH3:9])[NH:10][C:11](=[O:12])[C:13]([F:14])([F:15])[F:16])[cH:6][cH:7]1.[Li+:23].[OH-:22].[OH2:21].[OH2:29]>>[Cl:1][c:2]1[c:3]([F:20])[c:4]([N+:17](=[O:18])[O-:19])[c:5]([CH:8]([CH3:9])[NH2:10])[cH:6][cH:7]1.